From a dataset of the Open Reaction Database (ORD), a public repository of structured organic reaction records. describe an organic reaction: reactants, conditions, products, and yield The reactants are O=C([O-])O, Ic1cnn(Cc2ccccc2)c1, COCCOC, OB(O)c1cccnc1Cl, [Na+], O, c1ccc(P(c2ccccc2)(c2ccccc2)[Pd](P(c2ccccc2)(c2ccccc2)c2ccccc2)(P(c2ccccc2)(c2ccccc2)c2ccccc2)P(c2ccccc2)(c2ccccc2)c2ccccc2)cc1. Product: Clc1ncccc1-c1cnn(Cc2ccccc2)c1. As a reaction SMILES: [C:24](=[O:25])([OH:26])[O-:27].[CH2:1]([c:2]1[cH:3][cH:4][cH:5][cH:6][cH:7]1)[n:8]1[n:9][cH:10][c:11]([I:13])[cH:12]1.[CH2:29]([CH2:30][O:31][CH3:32])[O:33][CH3:34].[Cl:14][c:15]1[n:16][cH:17][cH:18][cH:19][c:20]1[B:21]([OH:22])[OH:23].[Na+:28].[OH2:35].[cH:36]1[cH:37][cH:38][c:39]([P:40]([Pd:41]([P:42]([c:43]2[cH:44][cH:45][cH:46][cH:47][cH:48]2)([c:49]2[cH:50][cH:51][cH:52][cH:53][cH:54]2)[c:55]2[cH:56][cH:57][cH:58][cH:59][cH:60]2)([P:61]([c:62]2[cH:63][cH:64][cH:65][cH:66][cH:67]2)([c:68]2[cH:69][cH:70][cH:71][cH:72][cH:73]2)[c:74]2[cH:75][cH:76][cH:77][cH:78][cH:79]2)[P:80]([c:81]2[cH:82][cH:83][cH:84][cH:85][cH:86]2)([c:87]2[cH:88][cH:89][cH:90][cH:91][cH:92]2)[c:93]2[cH:94][cH:95][cH:96][cH:97][cH:98]2)([c:99]2[cH:100][cH:101][cH:102][cH:103][cH:104]2)[c:105]2[cH:106][cH:107][cH:108][cH:109][cH:110]2)[cH:111][cH:112]1>>[CH2:1]([c:2]1[cH:3][cH:4][cH:5][cH:6][cH:7]1)[n:8]1[n:9][cH:10][c:11](-[c:20]2[c:15]([Cl:14])[n:16][cH:17][cH:18][cH:19]2)[cH:12]1. Reactants: N#N (N2), dimethoxy ethane DME, C(=O)([O-])[O-].[K+].[K+] (K2CO3), solid, phase, ClC1=CC=2N(C=C1)C(=CN2)I (7-chloro-3-iodo-imidazo[1,2-a]pyridine), OCC1=CC=C(C=C1)B(O)O (4-(hydroxymethyl)phenyl boronic acid), Pd(TPP)4. Product: ClC1=CC=2N(C=C1)C(=CN2)C2=CC=C(C=C2)CO ([4-(7-Chloro-imidazo[1,2-a]pyridin-3-yl)-phenyl]-methanol). As a reaction SMILES: N#N.[Cl:3][C:4]1[CH:9]=[CH:8][N:7]2[C:10](I)=[CH:11][N:12]=[C:6]2[CH:5]=1.[OH:14][CH2:15][C:16]1[CH:21]=[CH:20][C:19](B(O)O)=[CH:18][CH:17]=1.C([O-])([O-])=O.[K+].[K+]>>[Cl:3][C:4]1[CH:9]=[CH:8][N:7]2[C:10]([C:19]3[CH:20]=[CH:21][C:16]([CH2:15][OH:14])=[CH:17][CH:18]=3)=[CH:11][N:12]=[C:6]2[CH:5]=1 |f:3.4.5|. Procedure details: Charge a 50 mL round bottom flask equipped with: a magnetic stirrer, temperature controlled heating mantle, N2 atmosphere, condenser, with 7-chloro-3-iodo-imidazo[1,2-a]pyridine (1.0 g, 3.6 mmol), 4-(hydroxymethyl)phenyl boronic acid (570 mg, 3.75 mmol), 2 M K2CO3 (7 mL), dimethoxy ethane DME (25 mL). Deoxygenate with a nitrogen purge and add Pd(TPP)4 (200 mg, 0.17 mmol 5 mol %) and heat the reaction to 65° C. for 48 hours. Cool the reaction and siphon off the lower aqueous phase (5 mL). Evapora... Reactants: [BH3-]C#N, CC(=O)O, CC1NC(=O)OC12CNC2, CO, O=Cc1ccccc1, Cl, [Na+]. The product is CC1NC(=O)OC12CN(Cc1ccccc1)C2. As a reaction SMILES: [C:23]([BH3-:24])#[N:25].[CH3:11][C:12](=[O:13])[OH:14].[CH3:1][CH:2]1[NH:3][C:4](=[O:10])[O:5][C:6]12[CH2:7][NH:8][CH2:9]2.[CH3:28][OH:29].[CH:15](=[O:16])[c:17]1[cH:18][cH:19][cH:20][cH:21][cH:22]1.[ClH:27].[Na+:26]>>[CH3:1][CH:2]1[NH:3][C:4](=[O:10])[O:5][C:6]12[CH2:7][N:8]([CH2:15][c:17]1[cH:18][cH:19][cH:20][cH:21][cH:22]1)[CH2:9]2. Reactants: Brc1cncc2ccccc12, CO, CC(C)(C)[O-], ClCCl, OCCC1CCNCC1, [Na+], O=C(C=Cc1ccccc1)C=Cc1ccccc1, O=C(C=Cc1ccccc1)C=Cc1ccccc1, O=C(C=Cc1ccccc1)C=Cc1ccccc1, [Pd], [Pd], c1ccc(P(c2ccccc2)c2ccc3ccccc3c2-c2c(P(c3ccccc3)c3ccccc3)ccc3ccccc23)cc1. Yields the product OCCC1CCN(c2cncc3ccccc23)CC1. As a reaction SMILES: [Br:1][c:2]1[cH:3][n:4][cH:5][c:6]2[cH:7][cH:8][cH:9][cH:10][c:11]12.[CH3:129][OH:130].[CH3:21][C:22]([CH3:23])([O-:24])[CH3:25].[Cl:131][CH2:132][Cl:133].[NH:12]1[CH2:13][CH2:14][CH:15]([CH2:18][CH2:19][OH:20])[CH2:16][CH2:17]1.[Na+:26].[O:111]=[C:112]([CH:113]=[CH:114][c:115]1[cH:116][cH:117][cH:118][cH:119][cH:120]1)[CH:121]=[CH:122][c:123]1[cH:124][cH:125][cH:126][cH:127][cH:128]1.[O:75]=[C:76]([CH:77]=[CH:78][c:79]1[cH:80][cH:81][cH:82][cH:83][cH:84]1)[CH:85]=[CH:86][c:87]1[cH:88][cH:89][cH:90][cH:91][cH:92]1.[O:93]=[C:94]([CH:95]=[CH:96][c:97]1[cH:98][cH:99][cH:100][cH:101][cH:102]1)[CH:103]=[CH:104][c:105]1[cH:106][cH:107][cH:108][cH:109][cH:110]1.[Pd:73].[Pd:74].[cH:27]1[cH:28][cH:29][c:30]([P:31]([c:32]2[cH:33][cH:34][c:35]3[c:36]([cH:37][cH:38][cH:39][cH:40]3)[c:41]2-[c:42]2[c:43]3[c:44]([cH:45][cH:46][cH:47][cH:48]3)[cH:49][cH:50][c:51]2[P:52]([c:53]2[cH:54][cH:55][cH:56][cH:57][cH:58]2)[c:59]2[cH:60][cH:61][cH:62][cH:63][cH:64]2)[c:65]2[cH:66][cH:67][cH:68][cH:69][cH:70]2)[cH:71][cH:72]1>>[c:2]1([N:12]2[CH2:13][CH2:14][CH:15]([CH2:18][CH2:19][OH:20])[CH2:16][CH2:17]2)[cH:3][n:4][cH:5][c:6]2[cH:7][cH:8][cH:9][cH:10][c:11]12. The reactants are COC1=CC=C(CN(C2=NC=C(C=N2)C=2C3=C(N=C(N2)N2CCOCC2)NCC3)CC3=CC=C(C=C3)OC)C=C1 (bis-(4-methoxy-benzyl)-[5-(2-morpholin-4-yl-6,7-dihydro-5H-pyrrolo[2,3-d]pyrimidin-4-yl)-pyrimidin-2-yl]-amine), C(C)(C)(C)OC(N(C1=CC=C(C=C1)Br)S(=O)(=O)C)=O (mesyl-(4-bromo-phenyl)-carbamic acid tert-butyl ester), BrC1=CC=C(C=C1)NS(=O)(=O)C (N-(4-bromo-phenyl)-methane sulfonamide), C(OC(C)(C)C)(OC(C)(C)C)=O (di-t butyl carbonate), COC(C1=CC=C(C=C1)Br)=O (4-bromobenzoic acid methyl ester). Reagents/catalysts: CN(C)C=1C=CN=CC1 (DMAP). The solvent is C(C)#N (acetonitrile). Yields the product C(C)(C)(C)OC(N(C1=CC=C(C=C1)N1CCC2=C1N=C(N=C2C=2C=NC(=NC2)N(CC2=CC=C(C=C2)OC)CC2=CC=C(C=C2)OC)N2CCOCC2)S(=O)(=O)C)=O (mesyl-[4-(4-{2-[bis-(4-methoxy-benzyl)-amino]-pyrimidin-5-yl}-2-morpholin-4-yl-5,6-dihydro-pyrrolo[2,3-d]pyrimidin-7-yl)-phenyl]-carbamic acid tert-butyl ester). RXN SMILES: [CH3:1][O:2][C:3]1[CH:40]=[CH:39][C:6]([CH2:7][N:8]([CH2:30][C:31]2[CH:36]=[CH:35][C:34]([O:37][CH3:38])=[CH:33][CH:32]=2)[C:9]2[N:14]=[CH:13][C:12]([C:15]3[C:16]4[CH2:29][CH2:28][NH:27][C:17]=4[N:18]=[C:19]([N:21]4[CH2:26][CH2:25][O:24][CH2:23][CH2:22]4)[N:20]=3)=[CH:11][N:10]=2)=[CH:5][CH:4]=1.[C:41]([O:45][C:46](=[O:59])[N:47]([S:55]([CH3:58])(=[O:57])=[O:56])[C:48]1[CH:53]=[CH:52][C:51](Br)=[CH:50][CH:49]=1)([CH3:44])([CH3:43])[CH3:42].BrC1C=CC(NS(C)(=O)=O)=CC=1.C(=O)(OC(C)(C)C)OC(C)(C)C.COC(=O)C1C=CC(Br)=CC=1>C(#N)C.CN(C1C=CN=CC=1)C>[C:41]([O:45][C:46](=[O:59])[N:47]([S:55]([CH3:58])(=[O:57])=[O:56])[C:48]1[CH:49]=[CH:50][C:51]([N:27]2[C:17]3[N:18]=[C:19]([N:21]4[CH2:26][CH2:25][O:24][CH2:23][CH2:22]4)[N:20]=[C:15]([C:12]4[CH:11]=[N:10][C:9]([N:8]([CH2:7][C:6]5[CH:5]=[CH:4][C:3]([O:2][CH3:1])=[CH:40][CH:39]=5)[CH2:30][C:31]5[CH:32]=[CH:33][C:34]([O:37][CH3:38])=[CH:35][CH:36]=5)=[N:14][CH:13]=4)[C:16]=3[CH2:29][CH2:28]2)=[CH:52][CH:53]=1)([CH3:44])([CH3:43])[CH3:42]. Procedure details: From bis-(4-methoxy-benzyl)-[5-(2-morpholin-4-yl-6,7-dihydro-5H-pyrrolo[2,3-d]pyrimidin-4-yl)-pyrimidin-2-yl]-amine (81 mg) and mesyl-(4-bromo-phenyl)-carbamic acid tert-butyl ester (prepared from N-(4-bromo-phenyl)-methane sulfonamide and di-t butyl carbonate in acetonitrile in the presence of DMAP, 105 mg) instead of 4-bromobenzoic acid methyl ester in Example 1-D-08, in the same manner as Example 1-D-08, a crude product of mesyl-[4-(4-{2-[bis-(4-methoxy-benzyl)-amino]-pyrimidin-5-yl}-2-morpho...